This data is from the Open Reaction Database (ORD), a public repository of structured organic reaction records. The task is: describe an organic reaction: reactants, conditions, products, and yield The reactants are [OH-].[Na+] (Sodium hydroxide), COC(CCC(=O)C1=CN(C2=CC=C(C=C12)Cl)CC1=CC=C(C=C1)Br)=O (methyl-4-[1-(4-bromobenzyl)-5-chloro-1H-indol-3-yl]-4-oxo-butyrate), Cl (hydrochloric acid). Run in O1CCCC1 (tetrahydrofuran), CO (methanol), O (water). Yields the product BrC1=CC=C(CN2C=C(C3=CC(=CC=C23)Cl)C(CCC(=O)O)=O)C=C1 (4-[1-(4-Bromobenzyl)-5-chloro-1H-indol-3-yl]-4-oxo-butyric acid). Yield: 95.1%. As a reaction SMILES: [OH-].[Na+].C[O:4][C:5](=[O:28])[CH2:6][CH2:7][C:8]([C:10]1[C:18]2[C:13](=[CH:14][CH:15]=[C:16]([Cl:19])[CH:17]=2)[N:12]([CH2:20][C:21]2[CH:26]=[CH:25][C:24]([Br:27])=[CH:23][CH:22]=2)[CH:11]=1)=[O:9].Cl>O1CCCC1.CO.O>[Br:27][C:24]1[CH:23]=[CH:22][C:21]([CH2:20][N:12]2[C:13]3[C:18](=[CH:17][C:16]([Cl:19])=[CH:15][CH:14]=3)[C:10]([C:8](=[O:9])[CH2:7][CH2:6][C:5]([OH:28])=[O:4])=[CH:11]2)=[CH:26][CH:25]=1 |f:0.1|. Procedure: 2N Sodium hydroxide solution (0.21 mL, 0.42 mmol) was added dropwise to a stirred solution of methyl-4-[1-(4-bromobenzyl)-5-chloro-1H-indol-3-yl]-4-oxo-butyrate (59 mg, 0.14 mmol) in tetrahydrofuran (5 mL) and methanol (1 mL). The clear reaction mixture was stirred at room temperature until the reaction was complete (TLC control), and then diluted with water (10 mL), and acidified to pH 3 with 2N hydrochloric acid. The reaction mixture was extracted with ethyl acetate (2×20 mL). The combined ext... Reactants: crude product, C(C)[Mg]Br (ethylmagnesium bromide), O1CCC1 (oxetane), C1(CCCCC1)C=NC1CCCCC1 (cyclohexylmethylenecyclohexylamine), C1(CCCCC1)N=CC1(CCCCC1)C(CC)O (1-[(1-cyclohexyliminomethyl)cyclo-hexyl]propan-1-ol). Solvent: O (water), CCCCCC (hexane), C(C)(=O)O (acetic acid), C(C)(=O)O (acetic acid), O1CCCC1 (tetrahydrofuran), O1CCCC1 (tetrahydrofuran). Reaction conditions: time 2 hour. The product is 500, C1(OCCCC12CCCCC2)O (2-oxaspiro[5.5]undecan-1-ol). Reaction SMILES: C([Mg]Br)C.C1(C=NC2CCCCC2)CCCCC1.[O:19]1[CH2:22][CH2:21][CH2:20]1.C1(N=C[C:31]2([CH:37]([OH:40])CC)[CH2:36][CH2:35][CH2:34][CH2:33][CH2:32]2)CCCCC1>O.CCCCCC.C(O)(=O)C.O1CCCC1>[CH:37]1([OH:40])[C:31]2([CH2:36][CH2:35][CH2:34][CH2:33][CH2:32]2)[CH2:20][CH2:21][CH2:22][O:19]1. Reported procedure: To a mixture of 44 g of ethylmagnesium bromide and 120 g of tetrahydrofuran was added a mixture of 50 g of cyclohexylmethylenecyclohexylamine and 50 g of tetrahydrofuran. The resulting mixture was stirred for 2 hours under tetrahydrofuran reflux conditions. Thereafter, 21 g of oxetane was added under ice cooling to the reaction mixture, which was stirred for a further 20 hours at room temperature. Then 30 g of acetic acid was added to quench the reaction, followed by ordinary aqueous workup, obt... Reactants: C(C1=CC=CC=C1)OC(=O)N[C@H]1COC2=C(NC1=O)C=CC=C2 (3(S)-Benzyloxycarbonylamino-2,3,4,5-tetrahydro-1,5-benzoxazepine-4-one), ClCC(=O)OC(C)(C)C (tert-butyl chloroacetate). Product: C(C1=CC=CC=C1)OC(=O)N[C@H]1COC2=C(N(C1=O)CC(=O)OC(C)(C)C)C=CC=C2 (tert-butyl 3(S)-benzyloxycarbonylamino-4-oxo-2,3,4,5-tetrahydro-1,5-benzoxazepine-5-acetate). Yield: 96.4%. RXN SMILES: [CH2:1]([O:8][C:9]([NH:11][C@@H:12]1[C:18](=[O:19])[NH:17][C:16]2[CH:20]=[CH:21][CH:22]=[CH:23][C:15]=2[O:14][CH2:13]1)=[O:10])[C:2]1[CH:7]=[CH:6][CH:5]=[CH:4][CH:3]=1.Cl[CH2:25][C:26]([O:28][C:29]([CH3:32])([CH3:31])[CH3:30])=[O:27]>>[CH2:1]([O:8][C:9]([NH:11][C@@H:12]1[C:18](=[O:19])[N:17]([CH2:25][C:26]([O:28][C:29]([CH3:32])([CH3:31])[CH3:30])=[O:27])[C:16]2[CH:20]=[CH:21][CH:22]=[CH:23][C:15]=2[O:14][CH2:13]1)=[O:10])[C:2]1[CH:3]=[CH:4][CH:5]=[CH:6][CH:7]=1. Reported procedure: 3(S)-Benzyloxycarbonylamino-2,3,4,5-tetrahydro-1,5-benzoxazepine-4-one (1.9 g) obtained in Example 14 is reacted with 1.1 g of tert-butyl chloroacetate in a manner similar to that of Example 4 to give 2.5 g of tert-butyl 3(S)-benzyloxycarbonylamino-4-oxo-2,3,4,5-tetrahydro-1,5-benzoxazepine-5-acetate as a pale yellow oil. The product is Cl.N=C1CCCCC(N1)C=CC1=C(C(=O)OC)C=CC=C1 (methyl 2-[2-(hexahydro-7-imino-1H-azepin-2-yl)ethenyl]benzoate, monohydrochloride). Reported procedure: The title product of Example 80 in MeOH is reacted with ammonium chloride by the method of Example 5 to generate the title material. The reactants are COC=1CCCCC(N1)C=CC1=C(C(=O)OC)C=CC=C1 (methyl 2-[2-(3,4,5,6-tetrahydro-7-methoxy-2H-azepin-2-yl)ethenyl]benzoate), [Cl-].[NH4+] (ammonium chloride), title material. Run in CO (MeOH). RXN SMILES: CO[C:3]1[CH2:4][CH2:5][CH2:6][CH2:7][CH:8]([CH:10]=[CH:11][C:12]2[CH:21]=[CH:20][CH:19]=[CH:18][C:13]=2[C:14]([O:16][CH3:17])=[O:15])[N:9]=1.[Cl-:22].[NH4+:23]>CO>[ClH:22].[NH:23]=[C:3]1[NH:9][CH:8]([CH:10]=[CH:11][C:12]2[CH:21]=[CH:20][CH:19]=[CH:18][C:13]=2[C:14]([O:16][CH3:17])=[O:15])[CH2:7][CH2:6][CH2:5][CH2:4]1 |f:1.2,4.5|. Reactants: ClCC=1N=C2N(C=CC=C2)C1 (2-(chloromethyl)imidazo[1,2-a]pyridine), N1(CCNCC1)C1=CC=C(C(=O)N)C=C1 (4-(piperazin-1-yl)benzamide), C(C)(C)N(CC)C(C)C (diisopropylethylamine). The solvent is C(CO)O (ethylene glycol). Product: N=1C(=CN2C1C=CC=C2)CN2CCN(CC2)C2=CC=C(C(=O)N)C=C2 (4-[4-[(Imidazo[1,2-a]pyridin-2-yl)methyl]-1-piperazinyl]-benzamide). Isolated yield 63.5%. Reaction SMILES: Cl[CH2:2][C:3]1[N:4]=[C:5]2[CH:10]=[CH:9][CH:8]=[CH:7][N:6]2[CH:11]=1.[N:12]1([C:18]2[CH:26]=[CH:25][C:21]([C:22]([NH2:24])=[O:23])=[CH:20][CH:19]=2)[CH2:17][CH2:16][NH:15][CH2:14][CH2:13]1.C(N(C(C)C)CC)(C)C>C(O)CO>[N:4]1[C:3]([CH2:2][N:15]2[CH2:14][CH2:13][N:12]([C:18]3[CH:19]=[CH:20][C:21]([C:22]([NH2:24])=[O:23])=[CH:25][CH:26]=3)[CH2:17][CH2:16]2)=[CH:11][N:6]2[CH:7]=[CH:8][CH:9]=[CH:10][C:5]=12. Reported procedure: Following the general procedure of Example 2, Step 3, and making noncritical variations, 2-(chloromethyl)imidazo[1,2-a]pyridine (Example 2, Step 1; 0.245 g), 4-(piperazin-1-yl)benzamide (0.302 g), diisopropylethylamine (Aldrich; 0.256 mL), and ethylene glycol (2 mL) gives 0.313 g of the title compound after chromatography (silica gel, methanol/dichloromethane, 8/92, as eluent) and crystallization from methanol/dichloromethane; mp 249-250° C.; IR (mineral oil) 1608, 1398, 1253, 1739, 3133, 756 cm... Reactants: F[B-](F)(F)F, CO, CC(C)Oc1ccc(S(C)(=O)=O)cc1C(=O)O, CCN(C(C)C)C(C)C, O=CO, Fc1cc(C(F)(F)F)ccc1N1CCNCC1, CN(C)C=O, CN(C)C(On1nnc2ccccc21)=[N+](C)C. Yields the product CC(C)Oc1ccc(S(C)(=O)=O)cc1C(=O)N1CCN(c2ccc(C(F)(F)F)cc2F)CC1. RXN SMILES: [B-:35]([F:36])([F:37])([F:38])[F:39].[CH3:71][OH:72].[CH:1]([CH3:2])([CH3:3])[O:4][c:5]1[c:6]([C:7](=[O:8])[OH:9])[cH:10][c:11]([S:14](=[O:15])(=[O:16])[CH3:17])[cH:12][cH:13]1.[CH:57]([N:58]([CH2:59][CH3:60])[CH:61]([CH3:62])[CH3:63])([CH3:64])[CH3:65].[CH:73]([OH:74])=[O:75].[F:18][c:19]1[c:20]([N:29]2[CH2:30][CH2:31][NH:32][CH2:33][CH2:34]2)[cH:21][cH:22][c:23]([C:25]([F:26])([F:27])[F:28])[cH:24]1.[O:66]=[CH:67][N:68]([CH3:69])[CH3:70].[n:40]1([O:41][C:42]([N:43]([CH3:44])[CH3:45])=[N+:46]([CH3:47])[CH3:48])[c:49]2[cH:50][cH:51][cH:52][cH:53][c:54]2[n:55][n:56]1>>[CH:1]([CH3:2])([CH3:3])[O:4][c:5]1[c:6]([C:7](=[O:9])[N:32]2[CH2:31][CH2:30][N:29]([c:20]3[c:19]([F:18])[cH:24][c:23]([C:25]([F:26])([F:27])[F:28])[cH:22][cH:21]3)[CH2:34][CH2:33]2)[cH:10][c:11]([S:14](=[O:15])(=[O:16])[CH3:17])[cH:12][cH:13]1. The reactants are FC(S(=O)(=O)OC=1C=C(C=2N(C1)N=CC2)NC(=O)OC(C)(C)C)(F)F (4-[(tert-butoxycarbonyl)amino]pyrazolo[1,5-a]pyridin-6-yl trifluoromethanesulfonate), F[B-](F)(F)F.C(C)(C)(C)[PH+](C(C)(C)C)C(C)(C)C (tri-tert-butylphosphonium tetrafluoroborate), CN1N=CC(=C1)B1OC(C(O1)(C)C)(C)C (1-methyl-4-(4,4,5,5-tetramethyl-1,3,2-dioxaborolan-2-yl)-1H-pyrazole), [F-].[K+] (potassium fluoride). Reagents/catalysts: C=1C=CC(=CC1)/C=C/C(=O)/C=C/C2=CC=CC=C2.C=1C=CC(=CC1)/C=C/C(=O)/C=C/C2=CC=CC=C2.C=1C=CC(=CC1)/C=C/C(=O)/C=C/C2=CC=CC=C2.[Pd].[Pd] (tris(dibenzylideneacetone)dipalladium). Run in CN(C)C=O (DMF). Conditions: temperature 100 celsius. Yields the product CN1N=CC(=C1)C=1C=C(C=2N(C1)N=CC2)NC(OC(C)(C)C)=O (tert-butyl [6-(1-methyl-1H-pyrazol-4-yl)pyrazolo[1,5-a]pyridin-4-yl]carbamate). RXN SMILES: FC(F)(F)S(O[C:7]1[CH:8]=[C:9]([NH:16][C:17]([O:19][C:20]([CH3:23])([CH3:22])[CH3:21])=[O:18])[C:10]2[N:11]([N:13]=[CH:14][CH:15]=2)[CH:12]=1)(=O)=O.[CH3:26][N:27]1[CH:31]=[C:30](B2OC(C)(C)C(C)(C)O2)[CH:29]=[N:28]1.[F-].[K+].F[B-](F)(F)F.C([PH+](C(C)(C)C)C(C)(C)C)(C)(C)C>CN(C=O)C.C1C=CC(/C=C/C(/C=C/C2C=CC=CC=2)=O)=CC=1.C1C=CC(/C=C/C(/C=C/C2C=CC=CC=2)=O)=CC=1.C1C=CC(/C=C/C(/C=C/C2C=CC=CC=2)=O)=CC=1.[Pd].[Pd]>[CH3:26][N:27]1[CH:31]=[C:30]([C:7]2[CH:8]=[C:9]([NH:16][C:17](=[O:18])[O:19][C:20]([CH3:23])([CH3:22])[CH3:21])[C:10]3[N:11]([N:13]=[CH:14][CH:15]=3)[CH:12]=2)[CH:29]=[N:28]1 |f:2.3,4.5,7.8.9.10.11|. Reported procedure: 4-[(tert-butoxycarbonyl)amino]pyrazolo[1,5-a]pyridin-6-yl trifluoromethanesulfonate (20.0 mg, 0.052 mmol), 1-methyl-4-(4,4,5,5-tetramethyl-1,3,2-dioxaborolan-2-yl)-1H-pyrazole (21.8 mg, 0.105 mmol), tris(dibenzylideneacetone)dipalladium (0) (4.8 mg, 5.2 μmol), potassium fluoride (10.1 mg, 0.173 mmol), and tri-tert-butylphosphonium tetrafluoroborate (3.0 mg, 10.0 μmol) were suspended in DMF. The mixture was sparged with argon for 10 minutes, then heated to 100° C. for 2 h. The reaction mixture wa...